Task: describe an organic reaction: reactants, conditions, products, and yield. Dataset: the Open Reaction Database (ORD), a public repository of structured organic reaction records The reactants are C(C)(=O)OCCCC1=C(NC2=CC=CC=C12)C1CCC(CC1)(C1=CC=CC=C1)N(C)C (3-(2-(4-(Dimethylamino)-4-phenylcyclohexyl)-1H-indol-3-yl)propyl acetate), [Si](C)(C)(C)Cl (Me3SiCl). Run in C(C)(=O)OCC (ethyl acetate). Run at time 1 hour. Product: Cl.C(C)(=O)OCCCC1=C(NC2=CC=CC=C12)C1CCC(CC1)(C1=CC=CC=C1)N(C)C (3-(2-(4-(Dimethylamino)-4-phenylcyclohexyl)-1H-indol-3-yl)propyl acetate hydrochloride). RXN SMILES: [C:1]([O:4][CH2:5][CH2:6][CH2:7][C:8]1[C:16]2[C:11](=[CH:12][CH:13]=[CH:14][CH:15]=2)[NH:10][C:9]=1[CH:17]1[CH2:22][CH2:21][C:20]([N:29]([CH3:31])[CH3:30])([C:23]2[CH:28]=[CH:27][CH:26]=[CH:25][CH:24]=2)[CH2:19][CH2:18]1)(=[O:3])[CH3:2].[Si]([Cl:36])(C)(C)C>C(OCC)(=O)C>[ClH:36].[C:1]([O:4][CH2:5][CH2:6][CH2:7][C:8]1[C:16]2[C:11](=[CH:12][CH:13]=[CH:14][CH:15]=2)[NH:10][C:9]=1[CH:17]1[CH2:22][CH2:21][C:20]([N:29]([CH3:31])[CH3:30])([C:23]2[CH:28]=[CH:27][CH:26]=[CH:25][CH:24]=2)[CH2:19][CH2:18]1)(=[O:3])[CH3:2] |f:3.4|. Procedure: 3-(2-(4-(Dimethylamino)-4-phenylcyclohexyl)-1H-indol-3-yl)propyl acetate (more polar diastereomer) (60 mg, 0.16 mmol) was dissolved in ethyl acetate (20 ml). Me3SiCl (40 μl, 0.32 mmol) was then added dropwise at RT and the mixture was stirred for 1 h. A white precipitate precipitated out. The precipitate was filtered off with suction, washed with ethyl acetate (1×5 ml) and then dried. Example 185 (55 mg, m.p. 229-232° C., 84%) was a white solid. The reactants are CCOC(=O)CC1c2ccc(C(C)(C)C)cc2C(=O)N1CC(C)C, CCO, [Cl-], NC(N)=[NH2+], [Na]. The product is CC(C)CN1C(=O)c2cc(C(C)(C)C)ccc2C1CC(=O)NC(=N)N. Reaction SMILES: [C:7]([CH3:8])([CH3:9])([CH3:10])[c:11]1[cH:12][c:13]2[c:17]([cH:18][cH:19]1)[CH:16]([CH2:20][C:21](=[O:22])[O:23][CH2:24][CH3:25])[N:15]([CH2:26][CH:27]([CH3:28])[CH3:29])[C:14]2=[O:30].[CH3:31][CH2:32][OH:33].[Cl-:2].[NH2:3][C:4]([NH2:5])=[NH2+:6].[Na:1]>>[NH:3]=[C:4]([NH2:5])[NH:6][C:21]([CH2:20][CH:16]1[N:15]([CH2:26][CH:27]([CH3:28])[CH3:29])[C:14](=[O:30])[c:13]2[cH:12][c:11]([C:7]([CH3:8])([CH3:9])[CH3:10])[cH:19][cH:18][c:17]21)=[O:22]. Starting materials: COc1ccc(C(=O)O)cc1C(F)(F)F, ClC(Cl)Cl, O=C(Cl)C(=O)Cl, CN(C)C=O. Product: COc1ccc(C(=O)Cl)cc1C(F)(F)F. As a reaction SMILES: [CH3:1][O:2][c:3]1[c:4]([C:12]([F:13])([F:14])[F:15])[cH:5][c:6]([C:7](=[O:8])[OH:9])[cH:10][cH:11]1.[CH:27]([Cl:28])([Cl:29])[Cl:30].[Cl:16][C:17]([C:18]([Cl:19])=[O:20])=[O:21].[O:22]=[CH:23][N:24]([CH3:25])[CH3:26]>>[CH3:1][O:2][c:3]1[c:4]([C:12]([F:13])([F:14])[F:15])[cH:5][c:6]([C:7](=[O:8])[Cl:16])[cH:10][cH:11]1.